From a dataset of the Open Reaction Database (ORD), a public repository of structured organic reaction records. describe an organic reaction: reactants, conditions, products, and yield Starting materials: C(=O)C=1C=NC=CC1C=1C=C(C#N)C=CC1 (3-(3-formyl-pyridin-4-yl)-benzonitrile), C[Mg]Br (methylmagnesium bromide). The solvent is C1CCOC1 (THF), C1CCOC1 (THF). Product: OC(C)C=1C=NC=CC1C=1C=C(C#N)C=CC1 (3-[3-(1-hydroxy-ethyl)-pyridin-4-yl]-benzonitrile). Reaction SMILES: [CH:1]([C:3]1[CH:4]=[N:5][CH:6]=[CH:7][C:8]=1[C:9]1[CH:10]=[C:11]([CH:14]=[CH:15][CH:16]=1)[C:12]#[N:13])=[O:2].[CH3:17][Mg]Br>C1COCC1>[OH:2][CH:1]([C:3]1[CH:4]=[N:5][CH:6]=[CH:7][C:8]=1[C:9]1[CH:10]=[C:11]([CH:14]=[CH:15][CH:16]=1)[C:12]#[N:13])[CH3:17]. Procedure: To a solution of 3-(3-formyl-pyridin-4-yl)-benzonitrile (30 mg) in THF (2 mL) at −78° C. was added 3.0 M methylmagnesium bromide in THF (0.144 mL). The reaction mixture was quenched with ammonium chloride and extracted with ethyl acetate. The organic layer was dried over sodium sulfate, concentrated, and the residue purified by flash chromatography to yield 3-[3-(1-hydroxy-ethyl)-pyridin-4-yl]-benzonitrile as a white foam. The reactants are BrCC(=O)OCC (ethyl bromoacetate), N1=C(C=CC=C1C)C (2,6-lutidine), bis(methylhydrazine)terpyridine, BrCC(=O)OCC (ethyl bromoacetate), N1=C(C=CC=C1C)C (2,6-lutidine), [I-].[Na+] (sodium iodide). Run in C(C)#N (acetonitrile). Yields the product BrCC(=O)[O-] (bromoacetate), N1=C(C=CC=C1C)C (lutidine). As a reaction SMILES: [Br:1][CH2:2][C:3]([O:5]CC)=[O:4].[N:8]1[C:13]([CH3:14])=[CH:12][CH:11]=[CH:10][C:9]=1[CH3:15].[I-].[Na+]>C(#N)C>[Br:1][CH2:2][C:3]([O-:5])=[O:4].[N:8]1[C:13]([CH3:14])=[CH:12][CH:11]=[CH:10][C:9]=1[CH3:15] |f:2.3|. Reported procedure: The bis(methylhydrazine)terpyridine of Part A (3.50 g, 82 mmol), ethyl bromoacetate (13.2 mL, 820 mmol), 2,6-lutidine (9.6 mL, 820 mmol), and sodium iodide (0.35 g, 2 mmol) were added to 350 mL of acetonitrile, and the solution was refluxed under N2 for 48 hours, when an additional 4.1 mL (370 mmol) of ethyl bromoacetate and 4.8 mL (410 mmol) of 2,6-lutidine were added. The reaction solution was refluxed for an additional 48 hours, and cooled. A copious amount of white salt resulting from excess...